Dataset: the Open Reaction Database (ORD), a public repository of structured organic reaction records. Task: describe an organic reaction: reactants, conditions, products, and yield RXN SMILES: [F:1][C:2]1[N:9]=[C:8](F)[C:7]([F:11])=[CH:6][C:3]=1[C:4]#[N:5].[NH:12]1[CH2:16][CH2:15][CH2:14][CH2:13]1>>[F:1][C:2]1[N:9]=[C:8]([N:12]2[CH2:16][CH2:15][CH2:14][CH2:13]2)[C:7]([F:11])=[CH:6][C:3]=1[C:4]#[N:5]. Yields the product FC1=C(C#N)C=C(C(=N1)N1CCCC1)F (2,5-Difluoro-6-pyrrolidin-1-yl-nicotinonitrile). The yield is 57.0%. Reported procedure: Prepared in 57% yield from 2,5,6-Trifluoro-nicotinonitrile and pyrrolidine according to the procedure described for Example 178A. 1H NMR (DMSO-d6) δ 1.85-1.93 (m, 4H), 3.55-3.62 (m, 4H), 8.01 (dd, J=12.2, 6.8 Hz, 1H). The reactants are FC1=C(C#N)C=C(C(=N1)F)F (2,5,6-Trifluoro-nicotinonitrile), N1CCCC1 (pyrrolidine). Starting materials: O=C1CCC(=O)N1Br, C[Si](C)(C)[N-][Si](C)(C)C, Cc1nc(N2CCCC2=O)sc1C(=O)NCc1ccc(F)cc1, [Li+], C1CCOC1. The product is Cc1nc(N2CCC(Br)C2=O)sc1C(=O)NCc1ccc(F)cc1. RXN SMILES: [Br:34][N:35]1[C:36](=[O:37])[CH2:38][CH2:39][C:40]1=[O:41].[CH3:24][Si:25]([N-:26][Si:27]([CH3:28])([CH3:29])[CH3:30])([CH3:31])[CH3:32].[F:1][c:2]1[cH:3][cH:4][c:5]([CH2:6][NH:7][C:8](=[O:9])[c:10]2[c:11]([CH3:21])[n:12][c:13]([N:15]3[C:16](=[O:20])[CH2:17][CH2:18][CH2:19]3)[s:14]2)[cH:22][cH:23]1.[Li+:33].[O:42]1[CH2:43][CH2:44][CH2:45][CH2:46]1>>[F:1][c:2]1[cH:3][cH:4][c:5]([CH2:6][NH:7][C:8](=[O:9])[c:10]2[c:11]([CH3:21])[n:12][c:13]([N:15]3[C:16](=[O:20])[CH:17]([Br:34])[CH2:18][CH2:19]3)[s:14]2)[cH:22][cH:23]1. Reactants: C(C(=O)C1=CC=CC=C1)NC(C)=O (N-phenacylacetamide), COC1=CC=C(C=C1)P1(SP(S1)(C1=CC=C(C=C1)OC)=S)=S (2,4-bis(4-methoxyphenyl)-1,3-dithia-2,4-diphosphetane-2,4-disulphide). Run in C1(=CC=CC=C1)C (toluene). Yields the product CC=1SC(=CN1)C1=CC=CC=C1 (2-methyl-5-phenylthiazole). The yield is 31.4%. RXN SMILES: [CH2:1]([NH:10][C:11](=O)[CH3:12])[C:2]([C:4]1[CH:9]=[CH:8][CH:7]=[CH:6][CH:5]=1)=O.COC1C=CC(P2(=S)SP(=S)(C3C=CC(OC)=CC=3)[S:23]2)=CC=1>C1(C)C=CC=CC=1>[CH3:12][C:11]1[S:23][C:2]([C:4]2[CH:9]=[CH:8][CH:7]=[CH:6][CH:5]=2)=[CH:1][N:10]=1. Procedure: A mixture of N-phenacylacetamide (0.70 g, 4 mmol), 2,4-bis(4-methoxyphenyl)-1,3-dithia-2,4-diphosphetane-2,4-disulphide (Lawesson's reagent) (0.80 g, 2 mmol) and toluene (10 ml) was heated for 1.5 h at reflux and then evaporated under reduced pressure. The residue was purified by chromatography (10 g silica, dichloromethane) to give 2-methyl-5-phenylthiazole as a yellowish solid (0.11 g, 16%) m.p. 72°-4° C.; δH (CDCl3) 7.85 (1H, S, CH), 7.3-7.7 (5H, m, C6H5), 2.7 (3H, S, CH3). Solvent: O (water). The product is FC1=C2CCN(N3C2=C(C(=C1F)F)C(C(=C3)C(=O)O)=O)C (4,5,6-Trifluoro-2,3-dihydro-1-methyl-7-oxo-1H,7H -pyrido[3,2,1-ij]cinnoline-8-carboxylic acid). Yield: 80.7%. As a reaction SMILES: [F:1][C:2]1[C:11]([F:12])=[C:10]([F:13])[C:9]2[C:14](=[O:22])[CH:15]([C:17]([O:19]CC)=[O:18])[CH2:16][N:7]3[C:8]=2[C:3]=1[CH2:4][CH2:5][N:6]3[CH3:23].C(O)(=O)C.Cl>O>[F:1][C:2]1[C:11]([F:12])=[C:10]([F:13])[C:9]2[C:14](=[O:22])[C:15]([C:17]([OH:19])=[O:18])=[CH:16][N:7]3[C:8]=2[C:3]=1[CH2:4][CH2:5][N:6]3[CH3:23]. Reported procedure: 30 mg of the compound (198) obtained in Example 69 was added to 0.4 ml of acetic acid and 0.1 ml of 12N hydrochloric acid, and the solution was heated at 100° C. for 2 hours. After air-cooling, water was added to the reaction solution, and deposited solids were filtered off and washed with water, ethanol and ether in this order to obtain 22 mg of the subject compound (199) in a 81% yield. Reaction conditions: temperature 100 celsius. Reactants: FC1=C2CCN(N3C2=C(C(=C1F)F)C(C(C3)C(=O)OCC)=O)C (Ethyl 4,5,6-Trifluoro-2,8-dihydro-1-methyl-7-oxo-1H,7H -pyrido[3,2,1-ij]cinnoline-8-carboxylate), C(C)(=O)O (acetic acid), Cl (hydrochloric acid). Starting materials: CCCCN(CCCC)CCCC, ClCCl, Nc1nccnc1C(=O)O, NCCN1CCC(Nc2nc3ccccc3n2Cc2ccc(F)cc2)CC1. Product: Nc1nccnc1C(=O)NCCN1CCC(Nc2nc3ccccc3n2Cc2ccc(F)cc2)CC1. Reaction SMILES: [CH2:11]([N:12]([CH2:13][CH2:14][CH2:15][CH3:16])[CH2:17][CH2:18][CH2:19][CH3:20])[CH2:21][CH2:22][CH3:23].[Cl:51][CH2:52][Cl:53].[NH2:1][c:2]1[c:3]([C:8](=[O:9])[OH:10])[n:4][cH:5][cH:6][n:7]1.[NH2:24][CH2:25][CH2:26][N:27]1[CH2:28][CH2:29][CH:30]([NH:33][c:34]2[n:35][c:36]3[c:37]([n:38]2[CH2:39][c:40]2[cH:41][cH:42][c:43]([F:46])[cH:44][cH:45]2)[cH:47][cH:48][cH:49][cH:50]3)[CH2:31][CH2:32]1>>[NH2:1][c:2]1[c:3]([C:8](=[O:10])[NH:24][CH2:25][CH2:26][N:27]2[CH2:28][CH2:29][CH:30]([NH:33][c:34]3[n:35][c:36]4[c:37]([n:38]3[CH2:39][c:40]3[cH:41][cH:42][c:43]([F:46])[cH:44][cH:45]3)[cH:47][cH:48][cH:49][cH:50]4)[CH2:31][CH2:32]2)[n:4][cH:5][cH:6][n:7]1.